This data is from the Open Reaction Database (ORD), a public repository of structured organic reaction records. The task is: describe an organic reaction: reactants, conditions, products, and yield Reactants: [Li]CCCC, CCCCCC, CC(=O)O, CN(C)C=O, CC(C)[N-]C(C)C, CC(C)NC(C)C, N#Cc1ccc(F)cc1Cl, [Li+], C1CCOC1. Product: N#Cc1ccc(F)c(C=O)c1Cl. As a reaction SMILES: [CH2:8]([Li:9])[CH2:10][CH2:11][CH3:12].[CH3:36][CH2:37][CH2:38][CH2:39][CH2:40][CH3:41].[CH3:42][C:43](=[O:44])[OH:45].[CH3:46][N:47]([CH3:48])[CH:49]=[O:50].[CH:13]([N-:14][CH:15]([CH3:16])[CH3:17])([CH3:18])[CH3:19].[CH:1]([NH:2][CH:3]([CH3:4])[CH3:5])([CH3:6])[CH3:7].[Cl:21][c:22]1[c:23]([C:24]#[N:25])[cH:26][cH:27][c:28]([F:30])[cH:29]1.[Li+:20].[O:31]1[CH2:32][CH2:35][CH2:34][CH2:33]1>>[Cl:21][c:22]1[c:23]([C:24]#[N:25])[cH:26][cH:27][c:28]([F:30])[c:29]1[CH:32]=[O:31]. The reactants are C1N(CCC2=CC=CC=C12)C=1OCC(C1C(=O)OCC)=O (ethyl 2-(3,4-dihydroisoquinolin-2(1H)-yl)-4-oxo-4,5-dihydrofuran-3-carboxylate), N1C=C(C2=CC=CN=C12)C=O (7-azaindole-3-carboxaldehyde), N1[C@H](C(=O)O)CCC1 (L-proline). Run in C(C)O (ethanol). The product is N1C=C(C=2C1=NC=CC2)C=C2C(C(=C(O2)N2CC1=CC=CC=C1CC2)C(=O)OCC)=O (Ethyl 5-[(1H-pyrrolo[2,3-b]pyridin-3-yl)methylene]-2-(3,4-dihydroisoquinolin-2(1H)-yl)-4-oxo-4,5-dihydrofuran-3-carboxylate). Yield: 14.8%. As a reaction SMILES: [CH2:1]1[C:10]2[C:5](=[CH:6][CH:7]=[CH:8][CH:9]=2)[CH2:4][CH2:3][N:2]1[C:11]1[O:12][CH2:13][C:14](=[O:21])[C:15]=1[C:16]([O:18][CH2:19][CH3:20])=[O:17].[NH:22]1[C:30]2[C:25](=[CH:26][CH:27]=[CH:28][N:29]=2)[C:24]([CH:31]=O)=[CH:23]1.N1CCC[C@H]1C(O)=O>C(O)C>[NH:22]1[C:30]2=[N:29][CH:28]=[CH:27][CH:26]=[C:25]2[C:24]([CH:31]=[C:13]2[O:12][C:11]([N:2]3[CH2:3][CH2:4][C:5]4[C:10](=[CH:9][CH:8]=[CH:7][CH:6]=4)[CH2:1]3)=[C:15]([C:16]([O:18][CH2:19][CH3:20])=[O:17])[C:14]2=[O:21])=[CH:23]1. Procedure details: To a solution of ethyl 2-(3,4-dihydroisoquinolin-2(1H)-yl)-4-oxo-4,5-dihydrofuran-3-carboxylate (0.15 g, 0.60 mmol) which similarly prepared according to the procedure described in the Example 4, First step and 7-azaindole-3-carboxaldehyde (0.091 g, 0.60 mmol) in ethanol (5.0 mL), L-proline (0.0070 g, 0.060 mmol) was added at ambient temperature. The mixture was refluxed for 3 days. Cooled to ambient temperature, the precipitate was collected by filtration, washed with methanol then dried to aff... The reactants are BrC1=CC(=C(C=C1)SC)F (4-Bromo-2-fluoro-1-methylsulfanyl-benzene), C(=O)(O)[O-].[Na+] (NaHCO3), CC(=O)O (AcOH), OO (H2O2), O (H2O). Reaction conditions: temperature 100 celsius, time 2 hour. Yields the product BrC1=CC(=C(C=C1)S(=O)(=O)C)F (4-Bromo-2-fluoro-1-methanesulfonyl-benzene). Reaction SMILES: [Br:1][C:2]1[CH:7]=[CH:6][C:5]([S:8][CH3:9])=[C:4]([F:10])[CH:3]=1.CC(O)=[O:13].OO.C([O-])(O)=O.[Na+].[OH2:22]>>[Br:1][C:2]1[CH:7]=[CH:6][C:5]([S:8]([CH3:9])(=[O:13])=[O:22])=[C:4]([F:10])[CH:3]=1 |f:3.4|. Reported procedure: In a 50 ml sealable tube is introduced 4-Bromo-2-fluoro-1-methylsulfanyl-benzene (as obtained in preparation 63, 5 g, 22.6 mmol) followed by 4.6 ml AcOH. 9.3 ml of a 30% H2O2 solution in H2O is added at RT. The tube is sealed and the resulting colorless biphasic solution is stirred at 100° C. for 2 h. After cooling, the pH of the medium is set basic with solid NaHCO3 and then extracted with CH2Cl2 several times. The combined organic layers are washed with brine, dried over Na2SO4, filtered and t... Starting materials: ClC1=CC=C(C=C1)C1=NC(C2=C(C3=C1C=CC=C3)C(=NO2)C)C#N (6-(4-chlorophenyl)-1-methyl-4H-benzo[c]isoxazolo[4,5-e]azepine-4-carbonitrile), Cl (HCl), C(=O)(C(F)(F)F)O (TFA). Run in O (water). Run at time 1 hour. Product: ClC1=CC=C(C=C1)C1=NC(C2=C(C3=C1C=CC=C3)C(=NO2)C)C(=O)N (6-(4-chlorophenyl)-1-methyl-4H-benzo[c]isoxazolo[4,5-e]azepine-4-carboxamide). Isolated yield 47.9%. As a reaction SMILES: [Cl:1][C:2]1[CH:7]=[CH:6][C:5]([C:8]2[C:14]3[CH:15]=[CH:16][CH:17]=[CH:18][C:13]=3[C:12]3[C:19]([CH3:22])=[N:20][O:21][C:11]=3[CH:10]([C:23]#[N:24])[N:9]=2)=[CH:4][CH:3]=1.Cl.C(O)(C(F)(F)F)=[O:27]>O>[Cl:1][C:2]1[CH:7]=[CH:6][C:5]([C:8]2[C:14]3[CH:15]=[CH:16][CH:17]=[CH:18][C:13]=3[C:12]3[C:19]([CH3:22])=[N:20][O:21][C:11]=3[CH:10]([C:23]([NH2:24])=[O:27])[N:9]=2)=[CH:4][CH:3]=1. Reported procedure: To a round bottomed flask was added 6-(4-chlorophenyl)-1-methyl-4H-benzo[c]isoxazolo[4,5-e]azepine-4-carbonitrile (32 mg, 0.096 mmol) and conc. HCl (1 mL, 32.9 mmol). The reaction was stirred at room temperature for 1 h and during this time a precipitate formed. This solution was diluted with water and the precipitate was collected via filtration. Upon washing with water the precipitate dissolved. The layers were separated and the aqueous was extracted with ether (3×). The combined organic layer... The reactants are C(O)([O-])=O.[Na+] (sodium hydrogen carbonate), N1C=CC2=CC=C(C=C12)C(=O)N1CCOCC1 ((1H-indol-6-yl)(morpholino)methanone), P(=O)(Cl)(Cl)Cl (phosphorus oxychloride). Procedure details: A solution of (1H-indol-6-yl)(morpholino)methanone (200 mg, 0.869 mmol, 1.0 eq) in DMF (3.0 ml) was added dropwise at 0° C. to phosphorus oxychloride (0.34 mL, 2.60 mmol, 3.0 eq) in DMF (5.0 mL) under stirring. The mixture was stirred at room temperature for 3 h, then neutralized with saturated sodium hydrogen carbonate solution, diluted with water (20 mL), and extracted with ethyl acetate (2×10 mL). The organic layers were combined, washed with brine (20 mL), dried over sodium sulfate and evapo... The product is N1(CCOCC1)C(=O)C1=CC=C2C(=CNC2=C1)C=O (6-(Morpholine-4-carbonyl)-1H-indole-3-carbaldehyde). Reaction SMILES: [NH:1]1[C:9]2[C:4](=[CH:5][CH:6]=[C:7]([C:10]([N:12]3[CH2:17][CH2:16][O:15][CH2:14][CH2:13]3)=[O:11])[CH:8]=2)[CH:3]=[CH:2]1.P(Cl)(Cl)(Cl)=O.[C:23](=O)([O-])[OH:24].[Na+]>CN(C=O)C.O>[N:12]1([C:10]([C:7]2[CH:8]=[C:9]3[C:4]([C:3]([CH:23]=[O:24])=[CH:2][NH:1]3)=[CH:5][CH:6]=2)=[O:11])[CH2:17][CH2:16][O:15][CH2:14][CH2:13]1 |f:2.3|. The solvent is O (water), CN(C)C=O (DMF), CN(C)C=O (DMF).